From a dataset of the Open Reaction Database (ORD), a public repository of structured organic reaction records. describe an organic reaction: reactants, conditions, products, and yield The reactants are [N+](=O)([O-])C=1C=C(OCCCCCCCCO)C=CC1C1=CC=CC=C1 (8-(3-Nitro-4-phenylphenoxy)octan-1-ol), N1C=NC=C1 (imidazole), C(C)(C)(C)[Si](Cl)(C)C (tert-butyldimethylchlorosilane). Run in O1CCCC1 (tetrahydrofuran), O1CCCC1 (tetrahydrofuran). Run at time 18 hour. The product is C(C)(C)(C)[Si](OCCCCCCCCOC1=CC(=C(C=C1)C1=CC=CC=C1)[N+](=O)[O-])(C)C (tert-butyldimethyl{[8-(3-nitro-4-phenylphenoxy)octyl]oxy}silane). The yield is 86.1%. RXN SMILES: [N+:1]([C:4]1[CH:5]=[C:6]([CH:17]=[CH:18][C:19]=1[C:20]1[CH:25]=[CH:24][CH:23]=[CH:22][CH:21]=1)[O:7][CH2:8][CH2:9][CH2:10][CH2:11][CH2:12][CH2:13][CH2:14][CH2:15][OH:16])([O-:3])=[O:2].N1C=CN=C1.[C:31]([Si:35]([CH3:38])([CH3:37])Cl)([CH3:34])([CH3:33])[CH3:32]>O1CCCC1>[C:31]([Si:35]([CH3:38])([CH3:37])[O:16][CH2:15][CH2:14][CH2:13][CH2:12][CH2:11][CH2:10][CH2:9][CH2:8][O:7][C:6]1[CH:17]=[CH:18][C:19]([C:20]2[CH:21]=[CH:22][CH:23]=[CH:24][CH:25]=2)=[C:4]([N+:1]([O-:3])=[O:2])[CH:5]=1)([CH3:34])([CH3:33])[CH3:32]. Procedure details: 8-(3-Nitro-4-phenylphenoxy)octan-1-ol (1.23 g, 3.5 mmol) and imidazole (408 mg, 6.0 mmol) were dissolved in tetrahydrofuran (15 mL) and a solution of tert-butyldimethylchlorosilane (750 mg, 5.0 mmol) in tetrahydrofuran (5 mL) was added thereto. After stirring the reaction mixture at room temperature for 18 hours, purified water was added to stop the reaction and the mixture was extracted with ethyl acetate. The organic layer was washed with a saturated aqueous solution of sodium bicarbonate, a s... Starting materials: ClC1=CC=C(C=C1)S(=O)(=O)N1C[C@@H](CCC1)NC1=NC=CC(=N1)C1=C(N=C2SC=CN21)C=2C=C(C(=O)N(C)OC)C=CC2 (3-(5-{2-[(R)-1-(4-chloro-benzenesulfonyl)-piperidin-3-ylamino]-pyrimidin-4-yl}-imidazo[2,1-b]thiazol-6-yl)-N-methoxy-N-methyl-benzamide), C[Mg]Cl (methyl magnesium chloride). As a reaction SMILES: [Cl:1][C:2]1[CH:7]=[CH:6][C:5]([S:8]([N:11]2[CH2:16][CH2:15][CH2:14][C@@H:13]([NH:17][C:18]3[N:23]=[C:22]([C:24]4[N:31]5[C:27]([S:28][CH:29]=[CH:30]5)=[N:26][C:25]=4[C:32]4[CH:33]=[C:34]([CH:41]=[CH:42][CH:43]=4)[C:35](N(OC)C)=[O:36])[CH:21]=[CH:20][N:19]=3)[CH2:12]2)(=[O:10])=[O:9])=[CH:4][CH:3]=1.[CH3:44][Mg]Cl>O1CCCC1>[Cl:1][C:2]1[CH:7]=[CH:6][C:5]([S:8]([N:11]2[CH2:16][CH2:15][CH2:14][C@@H:13]([NH:17][C:18]3[N:23]=[C:22]([C:24]4[N:31]5[C:27]([S:28][CH:29]=[CH:30]5)=[N:26][C:25]=4[C:32]4[CH:33]=[C:34]([C:35](=[O:36])[CH3:44])[CH:41]=[CH:42][CH:43]=4)[CH:21]=[CH:20][N:19]=3)[CH2:12]2)(=[O:9])=[O:10])=[CH:4][CH:3]=1. Procedure details: To a solution of 3-(5-{2-[(R)-1-(4-chloro-benzenesulfonyl)-piperidin-3-ylamino]-pyrimidin-4-yl}-imidazo[2,1-b]thiazol-6-yl)-N-methoxy-N-methyl-benzamide (0.10 g, 0.157 mmol) in anhydrous tetrahydrofuran (THF) (3.0 mL) at 0° C. was added a solution of methyl magnesium chloride (3.0 M in THF) (0.523 mL, 1.57 mmoL). The mixture was stirred for 3 hours, then quenched with saturated aqueous ammonium chloride solution (1 mL). Product was extracted with 10 mL of dichloromethane, washed with water (5 mL... The product is ClC1=CC=C(C=C1)S(=O)(=O)N1C[C@@H](CCC1)NC1=NC=CC(=N1)C1=C(N=C2SC=CN21)C=2C=C(C=CC2)C(C)=O (1-(3-{5-[2-({(3R)-1-[(4-chlorophenyl)sulfonyl]piperidin-3-yl}amino)pyrimidin-4-yl]imidazo[2,1-b][1,3]thiazol-6-yl}phenyl)ethanone). Isolated yield 91.0%. Reaction conditions: time 3 hour. The solvent is O1CCCC1 (tetrahydrofuran). Starting materials: ClC=1N=C(C2=C(N1)N(C(=C2)C)S(=O)(=O)C2=CC=C(C=C2)C)Cl (2,4-dichloro-6-methyl-7-[(4-methylphenyl)sulfonyl]-7H-pyrrolo[2,3-d]pyrimidine), NC1=C(C(=O)O)C(=CC=C1)F (2-amino-6-fluorobenzoic acid), C(C)(C)N(CC)C(C)C (diisopropylethylamine). Solvent: CCOC(=O)C (EtOAc), C(C)(C)O (isopropanol). Run at temperature 85 celsius. Product: ClC=1N=C(C2=C(N1)N(C(=C2)C)S(=O)(=O)C2=CC=C(C=C2)C)NC2=C(C(=O)O)C(=CC=C2)F (2-({2-chloro-6-methyl-7-[(4-methylphenyl)sulfonyl]-7H-pyrrolo[2,3-d]pyrimidin-4-yl}amino)-6-fluorobenzoic acid). Isolated yield 66.0%. RXN SMILES: [Cl:1][C:2]1[N:3]=[C:4](Cl)[C:5]2[CH:10]=[C:9]([CH3:11])[N:8]([S:12]([C:15]3[CH:20]=[CH:19][C:18]([CH3:21])=[CH:17][CH:16]=3)(=[O:14])=[O:13])[C:6]=2[N:7]=1.[NH2:23][C:24]1[CH:32]=[CH:31][CH:30]=[C:29]([F:33])[C:25]=1[C:26]([OH:28])=[O:27].C(N(C(C)C)CC)(C)C>C(O)(C)C.CCOC(C)=O>[Cl:1][C:2]1[N:3]=[C:4]([NH:23][C:24]2[CH:32]=[CH:31][CH:30]=[C:29]([F:33])[C:25]=2[C:26]([OH:28])=[O:27])[C:5]2[CH:10]=[C:9]([CH3:11])[N:8]([S:12]([C:15]3[CH:20]=[CH:19][C:18]([CH3:21])=[CH:17][CH:16]=3)(=[O:14])=[O:13])[C:6]=2[N:7]=1. Procedure details: To a suspension of 2,4-dichloro-6-methyl-7-[(4-methylphenyl)sulfonyl]-7H-pyrrolo[2,3-d]pyrimidine (500 mg, 1.40 mmol) and 2-amino-6-fluorobenzoic acid (218 mg, 1.40 mmol) in isopropanol (15 mL) was added diisopropylethylamine (907 mg, 7.02 mmol) and the mixture was heated at 85° C. for ˜72 h. The reaction was diluted with EtOAc (100 ml) and washed with a solution of 1N HCl, a saturated solution of sodium bicarbonate and a saturated solution of NaCl. Solid began to crash out on addition of brine.... Starting materials: O=S1CCN(CC2=C1C=CC=C2)C2=NC1=C(C(=N2)N[C@@H]2CN(C[C@H]2F)C(=O)OCC2=CC=CC=C2)SC(=C1)C (benzyl trans-(±)-3-{[2-(1-oxido-2,3-dihydro-1,4-benzothiazepin-4(5H)-yl)-6-methylthienopyrimidin-4-yl]amino}-4-fluoropyrrolidine-1-carboxylate), [OH-].[K+] (potassium hydroxide). Solvent: CO (methanol). The product is F[C@H]1[C@@H](CNC1)NC=1C2=C(N=C(N1)N1CCS(C3=C(C1)C=CC=C3)=O)C=C(S2)C (N-[trans-(±)-4-Fluoropyrrolidin-3-yl]-6-methyl-2-(1-oxido-2,3-dihydro-1,4-benzothiazepin-4(5H)-yl)thieno[3,2-d]pyrimidin-4-amine). RXN SMILES: [O:1]=[S:2]1[C:8]2[CH:9]=[CH:10][CH:11]=[CH:12][C:7]=2[CH2:6][N:5]([C:13]2[N:18]=[C:17]([NH:19][C@H:20]3[C@H:24]([F:25])[CH2:23][N:22](C(OCC4C=CC=CC=4)=O)[CH2:21]3)[C:16]3[S:36][C:37]([CH3:39])=[CH:38][C:15]=3[N:14]=2)[CH2:4][CH2:3]1.[OH-].[K+]>CO>[F:25][C@@H:24]1[CH2:23][NH:22][CH2:21][C@H:20]1[NH:19][C:17]1[C:16]2[S:36][C:37]([CH3:39])=[CH:38][C:15]=2[N:14]=[C:13]([N:5]2[CH2:6][C:7]3[CH:12]=[CH:11][CH:10]=[CH:9][C:8]=3[S:2](=[O:1])[CH2:3][CH2:4]2)[N:18]=1 |f:1.2|. Procedure details: To a suspension of benzyl trans-(±)-3-{[2-(1-oxido-2,3-dihydro-1,4-benzothiazepin-4(5H)-yl)-6-methylthienopyrimidin-4-yl]amino}-4-fluoropyrrolidine-1-carboxylate (320 mg, 0.57 mmol) in methanol (5 mL) was added an aqueous solution of potassium hydroxide (40%, 5 mL). The suspension was heated under reflux for 30 minutes. The organic solvent was removed by concentration in vacuo. The residue was purified by preparative HPLC to afford the pure product as a white solid. MS obsd. (ESI+) [(M+H)+] 432,... Starting materials: N#Cc1ccc(-n2nc3c4ccccc4[nH]cc-3c2=O)cc1, CCO, [Na+], [OH-], OO. Yields the product NC(=O)c1ccc(-n2nc3c4ccccc4[nH]cc-3c2=O)cc1. As a reaction SMILES: [C:1](#[N:2])[c:3]1[cH:4][cH:5][c:6](-[n:9]2[n:10][c:11]3[c:20]4[c:15]([nH:14][cH:13][c:12]-3[c:21]2=[O:22])[cH:16][cH:17][cH:18][cH:19]4)[cH:7][cH:8]1.[CH3:27][CH2:28][OH:29].[Na+:24].[OH-:23].[OH:25][OH:26]>>[C:1]([NH2:2])([c:3]1[cH:4][cH:5][c:6](-[n:9]2[n:10][c:11]3[c:20]4[c:15]([nH:14][cH:13][c:12]-3[c:21]2=[O:22])[cH:16][cH:17][cH:18][cH:19]4)[cH:7][cH:8]1)=[O:23].